Dataset: the Open Reaction Database (ORD), a public repository of structured organic reaction records. Task: describe an organic reaction: reactants, conditions, products, and yield Starting materials: ClC(C(C1OC(C(C(C1O)O)O)SC)NC(=O)C1NCCC(=CC1)CCC)C (5-Propyl-2,3,6,7-tetrahydro-1H-azepine-2-carboxylic acid [2-chloro-1-(3,4,5-trihydroxy-6-methylsulfanyl-tetrahydro-pyran-2-yl)-propyl]-amide), ClC(C(C1OC(C(C(C1O)O)O)SC)NC(=O)C1NCCC(=CC1)CCC)C (5-Propyl-2,3,6,7-tetrahydro-1H-azepine-2-carboxylic acid [2-chloro-1-(3,4,5-trihydroxy-6-methylsulfanyl-tetrahydro-pyran-2-yl)-propyl]-amide). Reagents/catalysts: [Pd] (Pd/C). Run in CO (MeOH). Yields the product ClC(C(C1OC(C(C(C1O)O)O)SC)NC(=O)C1NCCC(CC1)CCC)C (5-Propyl-azepane-2-carboxylic acid [2-chloro-1-(3,4,5-trihydroxy-6-methylsulfanyl-tetrahydro-pyran-2-yl)-propyl]-amide). RXN SMILES: [Cl:1][CH:2]([CH3:28])[CH:3]([NH:15][C:16]([CH:18]1[CH2:24][CH:23]=[C:22]([CH2:25][CH2:26][CH3:27])[CH2:21][CH2:20][NH:19]1)=[O:17])[CH:4]1[CH:9]([OH:10])[CH:8]([OH:11])[CH:7]([OH:12])[CH:6]([S:13][CH3:14])[O:5]1>[Pd].CO>[Cl:1][CH:2]([CH3:28])[CH:3]([NH:15][C:16]([CH:18]1[CH2:24][CH2:23][CH:22]([CH2:25][CH2:26][CH3:27])[CH2:21][CH2:20][NH:19]1)=[O:17])[CH:4]1[CH:9]([OH:10])[CH:8]([OH:11])[CH:7]([OH:12])[CH:6]([S:13][CH3:14])[O:5]1. Procedure: The unsaturated title compound from example 46 5-Propyl-2,3,6,7-tetrahydro-1H-azepine-2-carboxylic acid [2-chloro-1-(3,4,5-trihydroxy-6-methylsulfanyl-tetrahydro-pyran-2-yl)-propyl]-amide (433 mg, 0.99 mmol) and 10% Pd/C (80 mg), were taken MeOH (10 mL) hydrogenated at 50 psi overnight. The solvent was removed to obtain the crude material. Purification was carried by silica gel column chromatography (20% MeOH/DCM) followed by preparative HPLC (general method AC) to furnish isomer 1 Rt=18.3 min (... Starting materials: N[C@H]1[C@@H](CCCC1)N (1,2-(±)-trans-Diaminocyclohexane), BrC1=CC=2C3=C(C=NC2C=C1)N=C(N3CC(C)(O)C)COCC (1-[8-Bromo-2-(ethoxymethyl)-1H-imidazo[4,5-c]quinolin-1-yl]-2-methylpropan-2-ol), C(C(C)C)(=O)N (isobutyramide), P(=O)([O-])([O-])[O-].[K+].[K+].[K+] (potassium phosphate). Reagents/catalysts: [Cu]I (copper(I) iodide). The solvent is O1CCOCC1 (1,4-dioxane). Conditions: temperature 110 celsius. The product is C(C)OCC=1N(C2=C(C=NC=3C=CC(=CC23)NC(C(C)C)=O)N1)CC(C)(C)O (N-[2-(ethoxymethyl)-1-(2-hydroxy-2-methylpropyl)-1H-imidazo[4,5-c]quinolin-8-yl]-2-methylpropanamide). The yield is 68.2%. As a reaction SMILES: Br[C:2]1[CH:11]=[CH:10][C:9]2[N:8]=[CH:7][C:6]3[N:12]=[C:13]([CH2:20][O:21][CH2:22][CH3:23])[N:14]([CH2:15][C:16]([CH3:19])([OH:18])[CH3:17])[C:5]=3[C:4]=2[CH:3]=1.[C:24]([NH2:29])(=[O:28])[CH:25]([CH3:27])[CH3:26].P([O-])([O-])([O-])=O.[K+].[K+].[K+].N[C@@H]1CCCC[C@H]1N>[Cu]I.O1CCOCC1>[CH2:22]([O:21][CH2:20][C:13]1[N:14]([CH2:15][C:16]([OH:18])([CH3:19])[CH3:17])[C:5]2[C:4]3[CH:3]=[C:2]([NH:29][C:24](=[O:28])[CH:25]([CH3:27])[CH3:26])[CH:11]=[CH:10][C:9]=3[N:8]=[CH:7][C:6]=2[N:12]=1)[CH3:23] |f:2.3.4.5|. Reported procedure: 1-[8-Bromo-2-(ethoxymethyl)-1H-imidazo[4,5-c]quinolin-1-yl]-2-methylpropan-2-ol (0.550 g, 1.45 mmol), isobutyramide (0.150 g, 1.74 mmol), copper(I) iodide (0.055 g, 0.290 mmol), potassium phosphate (0.647 g, 3.05 mmol), and 1,4-dioxane (1.5 mL) were added to a scintillation vial. 1,2-(±)-trans-Diaminocyclohexane (0.035 mL, 0.290 mmol) was added. The vial was flushed with nitrogen, sealed with a Teflon-lined cap and heated at 110° C. for 72 hours. The vial was cooled to ambient temperature and th... Reaction conditions: temperature 0 celsius, time 20 minute. Product: ICC(CC(=O)OCC)=O (4-Iodo-3-oxobutanoic acid, ethyl ester). Solvent: CCCCC (pentane), O (water), C(C)(=O)OCC (ethyl acetate), CC(=O)C (acetone). Procedure details: Sodium iodide (228 g) was dissolved in acetone (135 mL) and cooled to 0° C. 4-chloro-3-oxobutanoic acid, ethyl ester (5.0 g) was added to the sodium iodide solution and the mixture was stirred at 0° C. for 20 minutes It was diluted with pentane (135 mL) and water (135 mL). The reaction mixture was diluted with ethyl acetate and washed with water, brine and dried over anhydrous sodium sulfate to give an intermediate (4-Iodo-3-oxobutanoic acid, ethyl ester; 6.2 g yield). RXN SMILES: [I-:1].[Na+].Cl[CH2:4][C:5](=[O:12])[CH2:6][C:7]([O:9][CH2:10][CH3:11])=[O:8]>CC(C)=O.CCCCC.O.C(OCC)(=O)C>[I:1][CH2:4][C:5](=[O:12])[CH2:6][C:7]([O:9][CH2:10][CH3:11])=[O:8] |f:0.1|. The reactants are ClCC(CC(=O)OCC)=O (4-chloro-3-oxobutanoic acid, ethyl ester), [I-].[Na+] (sodium iodide), [I-].[Na+] (Sodium iodide). Reactants: O=C(NC1CCC(CNC(=S)NC(=O)c2ccccc2)CC1)OCc1ccccc1, CO, [K+], [K+], O=C([O-])[O-], O. Product: NC(=S)NCC1CCC(NC(=O)OCc2ccccc2)CC1. As a reaction SMILES: [C:1](=[O:2])([c:3]1[cH:4][cH:5][cH:6][cH:7][cH:8]1)[NH:9][C:10](=[S:11])[NH:12][CH2:13][CH:14]1[CH2:15][CH2:16][CH:17]([NH:20][C:21]([O:22][CH2:23][c:24]2[cH:25][cH:26][cH:27][cH:28][cH:29]2)=[O:30])[CH2:18][CH2:19]1.[CH3:37][OH:38].[K+:31].[K+:32].[O-:33][C:34]([O-:35])=[O:36].[OH2:39]>>[NH2:9][C:10](=[S:11])[NH:12][CH2:13][CH:14]1[CH2:15][CH2:16][CH:17]([NH:20][C:21]([O:22][CH2:23][c:24]2[cH:25][cH:26][cH:27][cH:28][cH:29]2)=[O:30])[CH2:18][CH2:19]1. The reactants are S([O-])(O)=O.[Na+] (sodium bisulfite), N1N=CC2=C1C=CS2 (1H-thieno[3,2-c]pyrazole), II (iodine), [OH-].[K+] (potassium hydroxide). The solvent is O (water), CN(C=O)C (dimethyl formamide). Conditions: time 30 minute. The product is IC=1C2=C(NN1)C=CS2 (3-iodo-1H-thieno[3,2-c]pyrazole). Isolated yield 60.5%. Reaction SMILES: [NH:1]1[C:5]2[CH:6]=[CH:7][S:8][C:4]=2[CH:3]=[N:2]1.[I:9]I.[OH-].[K+].S(=O)(O)[O-].[Na+]>CN(C)C=O.O>[I:9][C:3]1[C:4]2[S:8][CH:7]=[CH:6][C:5]=2[NH:1][N:2]=1 |f:2.3,4.5|. Procedure details: To a solution of 1H-thieno[3,2-c]pyrazole (160 mg, 1.29 mmol) and iodine (490 mg, 1.94 mmol) in dimethyl formamide (5 mL) is added potassium hydroxide (220 mg, 3.87 mmol). The mixture is stirred at room temperature for 30 minutes. A solution of sodium bisulfite (200 mg) in water (2 mL) is then added. It is extracted twice with diethyl ether. The combined organic layers are dried over magnesium sulfate and concentrated. The residue is chromatographed (n-heptane-ethyl acetate, 90:100) to afford 19...